Dataset: the Open Reaction Database (ORD), a public repository of structured organic reaction records. Task: describe an organic reaction: reactants, conditions, products, and yield The reactants are CCOC(=O)c1c(C(C)(C)O)nc(COC(C)=O)n1Cc1ccc(-c2ccccc2-c2nnnn2C(c2ccccc2)(c2ccccc2)c2ccccc2)cc1, CC[O-], CCO, [Na+]. Product: CCOC(=O)c1c(C(C)(C)O)nc(CO)n1Cc1ccc(-c2ccccc2-c2nnnn2C(c2ccccc2)(c2ccccc2)c2ccccc2)cc1. Reaction SMILES: [C:5](=[O:6])([CH3:7])[O:8][CH2:9][c:10]1[n:11]([CH2:24][c:25]2[cH:26][cH:27][c:28](-[c:31]3[c:32](-[c:37]4[n:38][n:39][n:40][n:41]4[C:42]([c:43]4[cH:44][cH:45][cH:46][cH:47][cH:48]4)([c:49]4[cH:50][cH:51][cH:52][cH:53][cH:54]4)[c:55]4[cH:56][cH:57][cH:58][cH:59][cH:60]4)[cH:33][cH:34][cH:35][cH:36]3)[cH:29][cH:30]2)[c:12]([C:19](=[O:20])[O:21][CH2:22][CH3:23])[c:13]([C:15]([CH3:16])([CH3:17])[OH:18])[n:14]1.[CH3:2][CH2:3][O-:4].[CH3:61][CH2:62][OH:63].[Na+:1]>>[OH:8][CH2:9][c:10]1[n:11]([CH2:24][c:25]2[cH:26][cH:27][c:28](-[c:31]3[c:32](-[c:37]4[n:38][n:39][n:40][n:41]4[C:42]([c:43]4[cH:44][cH:45][cH:46][cH:47][cH:48]4)([c:49]4[cH:50][cH:51][cH:52][cH:53][cH:54]4)[c:55]4[cH:56][cH:57][cH:58][cH:59][cH:60]4)[cH:33][cH:34][cH:35][cH:36]3)[cH:29][cH:30]2)[c:12]([C:19](=[O:20])[O:21][CH2:22][CH3:23])[c:13]([C:15]([CH3:16])([CH3:17])[OH:18])[n:14]1. Reactants: COC1=C(CN(S(=O)(=O)C2=C(C=C(C(=C2)F)F)F)C2=NC=NS2)C=CC(=C1)OC (N-(2,4-dimethoxybenzyl)-2,4,5-trifluoro-N-(1,2,4-thiadiazol-5-yl)benzenesulfonamide), CN1N=CC=C1[C@@H]1[C@H](CCCC1)O ((1S*,2R*)-2-(1-methyl-1H-pyrazol-5-yl)cyclohexanol), [H-].[Na+] (sodium hydride). Solvent: CS(=O)C (DMSO). Yields the product COC1=C(CN(S(=O)(=O)C2=C(C=C(C(=C2)F)O[C@@H]2[C@H](CCCC2)C2=CC=NN2C)F)C2=NC=NS2)C=CC(=C1)OC (N-(2,4-Dimethoxybenzyl)-2,5-difluoro-4-{[(1S*,2R*)-2-(1-methyl-1H-pyrazol-5-yl)cyclohexyl]oxy}-N-(1,2,4-thiadiazol-5-yl)benzenesulfonamide). Isolated yield 42.2%. RXN SMILES: [CH3:1][O:2][C:3]1[CH:27]=[C:26]([O:28][CH3:29])[CH:25]=[CH:24][C:4]=1[CH2:5][N:6]([C:19]1[S:23][N:22]=[CH:21][N:20]=1)[S:7]([C:10]1[CH:15]=[C:14]([F:16])[C:13](F)=[CH:12][C:11]=1[F:18])(=[O:9])=[O:8].[CH3:30][N:31]1[C:35]([C@H:36]2[CH2:41][CH2:40][CH2:39][CH2:38][C@@H:37]2[OH:42])=[CH:34][CH:33]=[N:32]1.[H-].[Na+]>CS(C)=O>[CH3:1][O:2][C:3]1[CH:27]=[C:26]([O:28][CH3:29])[CH:25]=[CH:24][C:4]=1[CH2:5][N:6]([C:19]1[S:23][N:22]=[CH:21][N:20]=1)[S:7]([C:10]1[CH:15]=[C:14]([F:16])[C:13]([O:42][C@H:37]2[CH2:38][CH2:39][CH2:40][CH2:41][C@@H:36]2[C:35]2[N:31]([CH3:30])[N:32]=[CH:33][CH:34]=2)=[CH:12][C:11]=1[F:18])(=[O:9])=[O:8] |f:2.3|. Procedure: The reaction and aftertreatment were conducted in the same manner as in Example 1a by using the N-(2,4-dimethoxybenzyl)-2,4,5-trifluoro-N-(1,2,4-thiadiazol-5-yl)benzenesulfonamide (WO 2010/079443; 600 mg, 1.35 mmol), (1S*,2R*)-2-(1-methyl-1H-pyrazol-5-yl)cyclohexanol (240 mg, 1.33 mmol) prepared in Example 4a, sodium hydride (63%; 100 mg, 2.63 mmol) and DMSO (6.0 mL), to yield the title compound (340 mg, 42%) as a colorless solid. Reactants: C1=CC(=CC=C1C[C@@H](C(=O)O)N)N (L-4-amino phenylalanine), C(C)O (ethanol), C([O-])(O)=O.[Na+] (sodium bicarbonate). Run at temperature 80 celsius. Product: C(C)OC([C@@H](N)CC1=CC=C(C=C1)N)=O (4-amino L-phenylalanine Ethyl Ester). RXN SMILES: [CH:1]1[C:6]([CH2:7][C@H:8]([NH2:12])[C:9]([OH:11])=[O:10])=[CH:5][CH:4]=[C:3]([NH2:13])[CH:2]=1.C(=O)(O)[O-].[Na+].[CH2:19](O)[CH3:20]>>[CH2:19]([O:10][C:9](=[O:11])[C@H:8]([CH2:7][C:6]1[CH:5]=[CH:4][C:3]([NH2:13])=[CH:2][CH:1]=1)[NH2:12])[CH3:20] |f:1.2|. Procedure details: About 40 g of dried L-4-amino phenylalanine was mixed with 1000 mL of ethanol. The reaction mass was dehydrated by distilling out about 20% of the ethanol added. To the dried reaction mixture about 300 g of dry hydrochloric acid gas was purged in. The reaction mass was warmed to about 80° C. and the reaction was promoted by removing condensation (water formed in the reaction) by distillation. The progress of the reaction was monitored by HPLC analysis. Upon completion of the esterification react... The reactants are C(C)(C)(C)OC(=O)N1CCC=2C(=C(N3N=CC=C3N2)Cl)CC1 (10-chloro-5,6,8,9-tetrahydro-1,4,7,10a-tetraaza-cyclohepta[f]indene-7-carboxylic acid tert-butyl ester), FC(C(=O)O)(F)F.N1CC(C1)CC1=NC=CC=C1 (2-azetidin-3-ylmethyl-pyridine trifluoroacetate), amine. The product is N1=C(C=CC=C1)CC1CN(C1)C=1N2N=CC=C2N=C2C1CCNCC2 (10-(3-Pyridin-2-ylmethyl-azetidin-1-yl)-6,7,8,9-tetrahydro-5H-1,4,7,10a tetraaza-cyclohepta[f]indene). As a reaction SMILES: C(OC([N:8]1[CH2:22][CH2:21][C:12]2=[C:13](Cl)[N:14]3[C:18]([N:19]=[C:11]2[CH2:10][CH2:9]1)=[CH:17][CH:16]=[N:15]3)=O)(C)(C)C.FC(F)(F)C(O)=O.[NH:30]1[CH2:33][CH:32]([CH2:34][C:35]2[CH:40]=[CH:39][CH:38]=[CH:37][N:36]=2)[CH2:31]1>>[N:36]1[CH:37]=[CH:38][CH:39]=[CH:40][C:35]=1[CH2:34][CH:32]1[CH2:33][N:30]([C:13]2[N:14]3[C:18]([N:19]=[C:11]4[CH2:10][CH2:9][NH:8][CH2:22][CH2:21][C:12]=24)=[CH:17][CH:16]=[N:15]3)[CH2:31]1 |f:1.2|. Procedure details: The product was prepared using 10-chloro-5,6,8,9-tetrahydro-1,4,7,10a-tetraaza-cyclohepta[f]indene-7-carboxylic acid tert-butyl ester in route 1 (step e and f), in step e (route 1) 2-azetidin-3-ylmethyl-pyridine trifluoroacetate was used as the amine.